Dataset: the Open Reaction Database (ORD), a public repository of structured organic reaction records. Task: describe an organic reaction: reactants, conditions, products, and yield As a reaction SMILES: [CH2:12]([CH3:13])[NH:14][CH2:15][CH3:16].[CH3:19][c:20]1[cH:21][cH:22][cH:23][cH:24][cH:25]1.[CH3:26][CH2:27][CH2:28][CH2:29][CH2:30][CH2:31][CH3:32].[Cl-:18].[Cl:1][c:2]1[n:3][c:4]([Cl:5])[n:6][c:7]([Cl:8])[n:9]1.[Na+:11].[Na+:17].[OH-:10].[OH2:33]>>[c:2]1([N:14]([CH2:12][CH3:13])[CH2:15][CH3:16])[n:3][c:4]([Cl:5])[n:6][c:7]([Cl:8])[n:9]1. The product is CCN(CC)c1nc(Cl)nc(Cl)n1. Reactants: CCNCC, Cc1ccccc1, CCCCCCC, [Cl-], Clc1nc(Cl)nc(Cl)n1, [Na+], [Na+], [OH-], O. The reactants are S(=O)(=O)([O-])[O-].[Na+].[Na+] (sodium sulfate), S(=O)(=O)([O-])[O-].[Na+].[Na+] (sodium sulfate), product, C(C1=CC=CC=C1)NC1=C(C#N)C(=CC=C1)C1=CC=CC=C1 (2-benzylamino-6-phenylbenzonitrile), [H-].[Al+3].[Li+].[H-].[H-].[H-] (Lithium aluminum hydride). The solvent is O1CCCC1 (tetrahydrofuran). Yields the product C(C1=CC=CC=C1)NC1=C(CN)C(=CC=C1)C1=CC=CC=C1 (2-Benzylamino-6-(phenyl)benzylamine). RXN SMILES: [CH2:1]([NH:8][C:9]1[CH:16]=[CH:15][CH:14]=[C:13]([C:17]2[CH:22]=[CH:21][CH:20]=[CH:19][CH:18]=2)[C:10]=1[C:11]#[N:12])[C:2]1[CH:7]=[CH:6][CH:5]=[CH:4][CH:3]=1.[H-].[Al+3].[Li+].[H-].[H-].[H-].S([O-])([O-])(=O)=O.[Na+].[Na+]>O1CCCC1>[CH2:1]([NH:8][C:9]1[CH:16]=[CH:15][CH:14]=[C:13]([C:17]2[CH:22]=[CH:21][CH:20]=[CH:19][CH:18]=2)[C:10]=1[CH2:11][NH2:12])[C:2]1[CH:3]=[CH:4][CH:5]=[CH:6][CH:7]=1 |f:1.2.3.4.5.6,7.8.9|. Procedure details: The product of example 7a above, 2-benzylamino-6-phenylbenzonitrile, was dissolved in dry tetrahydrofuran (10 mL) and stirred under argon at room temperature. Lithium aluminum hydride (0.175 g, 4.3 mmol) was added and the mixture heated to reflux under argon for 20 hours. The reaction mixture was cooled to room temperature and anhydrous sodium sulfate was added followed by the addition of a freshly prepared saturated solution of anhydrous sodium sulfate. The solvent was evaporated and the residu... The reactants are CCOC(=O)c1cc(-c2ccccc2OCc2ccccc2)n(C)n1, CO, [H][H]. The product is CCOC(=O)c1cc(-c2ccccc2O)n(C)n1. RXN SMILES: [CH2:1]([CH3:2])[O:3][C:4](=[O:5])[c:6]1[n:7][n:8]([CH3:25])[c:9](-[c:11]2[c:12]([O:17][CH2:18][c:19]3[cH:20][cH:21][cH:22][cH:23][cH:24]3)[cH:13][cH:14][cH:15][cH:16]2)[cH:10]1.[CH3:28][OH:29].[H:26][H:27]>>[CH2:1]([CH3:2])[O:3][C:4](=[O:5])[c:6]1[n:7][n:8]([CH3:25])[c:9](-[c:11]2[c:12]([OH:17])[cH:13][cH:14][cH:15][cH:16]2)[cH:10]1. Starting materials: OC1CN2C(SC3=C1C=CC=C3)=CC=C2 ((±)-9,10-dihydro-9-hydroxypyrrolo[2,1-b][1,3]benzothiazepine), P(Br)(Br)Br (PBr3), aqueous solution, C(=O)([O-])[O-].[Na+].[Na+] (Na2CO3), C(C)O (ethanol). Run in C(C)OCC (ethyl ether), C(C)OCC (ethyl ether). Product: BrC1CN2C(SC3=C1C=CC=C3)=CC=C2 ((±)-9-bromo-9,10-dihydropyrrolo[2,1-b][1,3]benzothiazepine). Isolated yield 142.8%. Reaction SMILES: O[CH:2]1[C:8]2[CH:9]=[CH:10][CH:11]=[CH:12][C:7]=2[S:6][C:5]2=[CH:13][CH:14]=[CH:15][N:4]2[CH2:3]1.P(Br)(Br)[Br:17].C(O)C.C([O-])([O-])=O.[Na+].[Na+]>C(OCC)C>[Br:17][CH:2]1[C:8]2[CH:9]=[CH:10][CH:11]=[CH:12][C:7]=2[S:6][C:5]2=[CH:13][CH:14]=[CH:15][N:4]2[CH2:3]1 |f:3.4.5|. Procedure: To a solution of 24a (0.26 g, 1.0 mmol) in anhydrous ethyl ether (4 ml) was added dropwise a solution of PBr3 (0.13 g, 0.5 mmol) in anhydrous ethyl ether (1 ml) and the reaction mixture was kept at reflux temperature for 2 hours under nitrogen. Anhydrous ethanol was added (0.2 ml) and the resulting solution was heated to reflux temperature for another hour. Five ml of an aqueous solution of 5% Na2CO3 were then added, the organic phase was separated, anhydrified and evaporated. The crude product ... As a reaction SMILES: [CH3:1][O:2][C:3]1[CH:4]=[C:5]([CH:11]([NH2:13])[CH3:12])[CH:6]=[C:7]([O:9][CH3:10])[CH:8]=1.F[C:15]1[CH:20]=[C:19]([F:21])[CH:18]=[CH:17][C:16]=1[N+:22]([O-:24])=[O:23].C(N(CC)C(C)C)(C)C>C(#N)C>[F:21][C:19]1[CH:18]=[CH:17][C:16]([N+:22]([O-:24])=[O:23])=[C:15]([NH:13][CH:11]([C:5]2[CH:6]=[C:7]([O:9][CH3:10])[CH:8]=[C:3]([O:2][CH3:1])[CH:4]=2)[CH3:12])[CH:20]=1. The solvent is C(C)#N (acetonitrile). Reactants: COC=1C=C(C=C(C1)OC)C(C)N (1-(3,5-Dimethoxyphenyl)ethanamine), FC1=C(C=CC(=C1)F)[N+](=O)[O-] (2,4-difluoronitrobenzene), C(C)(C)N(C(C)C)CC (N,N-diisopropylethylamine). Procedure details: 1-(3,5-Dimethoxyphenyl)ethanamine (670 mg, 4.2 mmol), 2,4-difluoronitrobenzene (764 mg, 4.2 mmol) and N,N-diisopropylethylamine (1.08 mg, 8.4 mmol) were stirred at room temperature in dry acetonitrile (50 mL) for 6 h. The solvent was evaporated and the residue was dissolved in dichloromethane and washed with water. The dichloromethane was evaporated to collect the title compound (820 mg, 61% yield). 1H NMR (400 MHz, CDCl3): δ 8.49 (s, 1H), 8.19 (m, 1H), 6.45 (s, 2H), 6.30 (m, 3H), 4.48 (m, 1H), ... The product is FC=1C=CC(=C(C1)NC(C)C1=CC(=CC(=C1)OC)OC)[N+](=O)[O-] (5-Fluoro-N-(1-(3,5-dimethoxyphenyl)ethyl)-2-nitrobenzenamine). The yield is 61.0%. Reactants: ClCCl, CC(=O)c1ccc(F)cc1OCc1ccccc1, O=C(OO)c1cccc(Cl)c1. Yields the product Oc1ccc(F)cc1OCc1ccccc1. Reaction SMILES: [Cl:30][CH2:31][Cl:32].[F:1][c:2]1[cH:3][c:4]([O:11][CH2:12][c:13]2[cH:14][cH:15][cH:16][cH:17][cH:18]2)[c:5]([C:8](=[O:9])[CH3:10])[cH:6][cH:7]1.[OH:19][O:20][C:21]([c:22]1[cH:23][c:24]([Cl:25])[cH:26][cH:27][cH:28]1)=[O:29]>>[F:1][c:2]1[cH:3][c:4]([O:11][CH2:12][c:13]2[cH:14][cH:15][cH:16][cH:17][cH:18]2)[c:5]([OH:19])[cH:6][cH:7]1. Reactants: ClCCl, CS(=O)(=O)Cl, [Cl-], Nc1ccc2ccccc2c1-c1c(P(=O)(c2ccccc2)c2ccccc2)ccc2ccccc12, [NH4+], c1ccncc1. The product is CS(=O)(=O)Nc1ccc2ccccc2c1-c1c(P(=O)(c2ccccc2)c2ccccc2)ccc2ccccc12. Reaction SMILES: [CH2:49]([Cl:50])[Cl:51].[CH3:42][S:43]([Cl:44])(=[O:45])=[O:46].[Cl-:47].[NH2:1][c:2]1[c:3](-[c:12]2[c:13]([P:22](=[O:23])([c:24]3[cH:25][cH:26][cH:27][cH:28][cH:29]3)[c:30]3[cH:31][cH:32][cH:33][cH:34][cH:35]3)[cH:14][cH:15][c:16]3[cH:17][cH:18][cH:19][cH:20][c:21]23)[c:4]2[cH:5][cH:6][cH:7][cH:8][c:9]2[cH:10][cH:11]1.[NH4+:48].[cH:36]1[cH:37][cH:38][n:39][cH:40][cH:41]1>>[NH:1]([c:2]1[c:3](-[c:12]2[c:13]([P:22](=[O:23])([c:24]3[cH:25][cH:26][cH:27][cH:28][cH:29]3)[c:30]3[cH:31][cH:32][cH:33][cH:34][cH:35]3)[cH:14][cH:15][c:16]3[cH:17][cH:18][cH:19][cH:20][c:21]23)[c:4]2[cH:5][cH:6][cH:7][cH:8][c:9]2[cH:10][cH:11]1)[S:43]([CH3:42])(=[O:45])=[O:46]. Reactants: Cl.NO (hydroxylamine hydrochloride), C(C)(C)N(C(C)C)CC (N,N-diisopropylethylamine), CC(=O)O (AcOH), ClC=1C(=C2C(=NC1)NC=C2)C(=O)C2CCCCC2 ((5-chloro-1H-pyrrolo[2,3-b]pyridin-4-yl)(cyclohexyl)methanone), Cl.NO (hydroxylamine hydrochloride), C(C)(C)N(C(C)C)CC (N,N-diisopropylethylamine), CC(=O)O (AcOH), Cl.NO (hydroxylamine hydrochloride), CCN(C(C)C)C(C)C (DIEA), CC(=O)O (AcOH). Solvent: C(CCC)O (n-butanol). Conditions: temperature 120 celsius. Product: ClC=1C(=C2C(=NC1)NC=C2)C(=NO)C2CCCCC2 ((5-chloro-1H-pyrrolo[2,3-b]pyridin-4-yl)(cyclohexyl)methanone oxime), solid. The yield is 52.0%. Reaction SMILES: [Cl:1][C:2]1[C:3]([C:11]([CH:13]2[CH2:18][CH2:17][CH2:16][CH2:15][CH2:14]2)=O)=[C:4]2[CH:10]=[CH:9][NH:8][C:5]2=[N:6][CH:7]=1.Cl.[NH2:20][OH:21].C(N(CC)C(C)C)(C)C.CC(O)=O>C(O)CCC>[Cl:1][C:2]1[C:3]([C:11]([CH:13]2[CH2:18][CH2:17][CH2:16][CH2:15][CH2:14]2)=[N:20][OH:21])=[C:4]2[CH:10]=[CH:9][NH:8][C:5]2=[N:6][CH:7]=1 |f:1.2|. Procedure details: A mixture of (5-chloro-1H-pyrrolo[2,3-b]pyridin-4-yl)(cyclohexyl)methanone (0.35 g, 1.33 mmol; Example #23, Step B), hydroxylamine hydrochloride (0.46 g, 6.7 mmol), N,N-diisopropylethylamine (1.6 mL, 9.32 mmol) and AcOH (0.2 mL, 3.5 mmol) in n-butanol (20 mL) was heated at about 120° C. for about 18 h. Additional hydroxylamine hydrochloride (0.185 g, 2.66 mmol), N,N-diisopropylethylamine (0.70 mL, 4.0 mmol), and AcOH (0.15 mL, 2.7 mmol) were added to the mixture and the reaction was heated at ab...